describe an organic reaction: reactants, conditions, products, and yield From a dataset of the Open Reaction Database (ORD), a public repository of structured organic reaction records. The reactants are ester, [OH-].[Na+] (NaOH), C(C)OC(=O)C=1NC2=CC=C(C=C2C1)C1=CC=C(C=C1)C(C)(C)C (5-(4-tert-butylphenyl)indole-2-carboxylic acid ethyl ester), BrC1=CC=C(C=C1)[N+](=O)[O-] (1-bromo-4-nitrobenzene). The solvent is O1CCOCC1 (dioxane). Yields the product C(C)OC(=O)C=1N(C2=CC=C(C=C2C1)C1=CC=C(C=C1)C(C)(C)C)C1=CC=C(C=C1)[N+](=O)[O-] (5-(4-tert-Butylphenyl)-1-(4-nitrophenyl)indole-2-carboxylic acid ethyl ester), C(C)(C)(C)C1=CC=C(C=C1)C=1C=C2C=C(N(C2=CC1)C1=CC=C(C=C1)[N+](=O)[O-])C(=O)[O-].[Na+] (Sodium 5-(4-tert-butylphenyl)-1-(4-nitrophenyl)indole-2-carboxylate). RXN SMILES: [CH2:1]([O:3][C:4]([C:6]1[NH:7][C:8]2[C:13]([CH:14]=1)=[CH:12][C:11]([C:15]1[CH:20]=[CH:19][C:18]([C:21]([CH3:24])([CH3:23])[CH3:22])=[CH:17][CH:16]=1)=[CH:10][CH:9]=2)=[O:5])[CH3:2].Br[C:26]1[CH:31]=[CH:30][C:29]([N+:32]([O-:34])=[O:33])=[CH:28][CH:27]=1.[OH-].[Na+:36]>O1CCOCC1>[CH2:1]([O:3][C:4]([C:6]1[N:7]([C:26]2[CH:31]=[CH:30][C:29]([N+:32]([O-:34])=[O:33])=[CH:28][CH:27]=2)[C:8]2[C:13]([CH:14]=1)=[CH:12][C:11]([C:15]1[CH:16]=[CH:17][C:18]([C:21]([CH3:23])([CH3:22])[CH3:24])=[CH:19][CH:20]=1)=[CH:10][CH:9]=2)=[O:5])[CH3:2].[C:21]([C:18]1[CH:17]=[CH:16][C:15]([C:11]2[CH:12]=[C:13]3[C:8](=[CH:9][CH:10]=2)[N:7]([C:26]2[CH:31]=[CH:30][C:29]([N+:32]([O-:34])=[O:33])=[CH:28][CH:27]=2)[C:6]([C:4]([O-:3])=[O:5])=[CH:14]3)=[CH:20][CH:19]=1)([CH3:24])([CH3:23])[CH3:22].[Na+:36] |f:2.3,6.7|. Reported procedure: 5-(4-tert-Butylphenyl)-1-(4-nitrophenyl)indole-2-carboxylic acid ethyl ester was prepared in accordance with Example 1 using 5-(4-tert-butylphenyl)indole-2-carboxylic acid ethyl ester and 1-bromo-4-nitrobenzene. This ester (207 mg, 0.47 mmol) was dissolved in dioxane (2 mL) to which aqueous NaOH (1M, 1 mL) was added. The mixture was heated using microwave irradiation at 120° C. for 15 min and allowed to cool. The precipitate was filtered off, washed with water and recrystallised from EtOH/EtOAc ... The reactants are ClC1=CC=C(C=C1)C1CC(C(C2=CC(=CC=C12)OC)=O)(C)C (4-(4-chlorophenyl)-7-methoxy-2,2-dimethyl-1-tetralone). The solvent is C(C)(=O)O (acetic acid), Br (hydrobromic acid). As a reaction SMILES: [Cl:1][C:2]1[CH:7]=[CH:6][C:5]([CH:8]2[C:17]3[C:12](=[CH:13][C:14]([O:18]C)=[CH:15][CH:16]=3)[C:11](=[O:20])[C:10]([CH3:22])([CH3:21])[CH2:9]2)=[CH:4][CH:3]=1>C(O)(=O)C.Br>[Cl:1][C:2]1[CH:7]=[CH:6][C:5]([CH:8]2[C:17]3[C:12](=[CH:13][C:14]([OH:18])=[CH:15][CH:16]=3)[C:11](=[O:20])[C:10]([CH3:22])([CH3:21])[CH2:9]2)=[CH:4][CH:3]=1. Product: ClC1=CC=C(C=C1)C1CC(C(C2=CC(=CC=C12)O)=O)(C)C (4-(4-chlorophenyl)-7-hydroxy-2,2-dimethyl-1-tetralone). Procedure: A solution of 4-(4-chlorophenyl)-7-methoxy-2,2-dimethyl-1-tetralone (16.1 g) in acetic acid (75 ml) and hydrobromic acid (48%, 75 ml) was heated under reflux for 16 hr. The solution was concentrated in vacuo, water was added and the mixture extracted with ethyl acetate. The extracts were washed well with water and sodium bicarbonate solution, dried (MgSO4) and the solvent removed to give 4-(4-chlorophenyl)-7-hydroxy-2,2-dimethyl-1-tetralone as a white solid which was used without purification (1... Procedure details: A solution of 4.8 g (0.02 mole) of 3-(3-methoxyphenoxy)-1-azetidinecarbonyl chloride in 20 ml of tetrahydrofuran was treated with 4.7 g (0.06 mole) of 40% aqueous monomethylamine and stirred for 16 hr. The reaction mixture was diluted with 200 ml of water and the oil which separated was extracted into methylene chloride (2×50 ml). The extracts were dried by passing through Whatman phase separating paper and concentrated in vacuo (3.85 g). The residue was purified by chromatography on two 4 mm (s... Reactants: COC=1C=C(OC2CN(C2)C(=O)Cl)C=CC1 (3-(3-methoxyphenoxy)-1-azetidinecarbonyl chloride), CN (monomethylamine). Reaction conditions: time 16 hour. Yield: 20.7%. Reaction SMILES: [CH3:1][O:2][C:3]1[CH:4]=[C:5]([CH:14]=[CH:15][CH:16]=1)[O:6][CH:7]1[CH2:10][N:9]([C:11](Cl)=[O:12])[CH2:8]1.[CH3:17][NH2:18]>O1CCCC1.O>[CH3:1][O:2][C:3]1[CH:4]=[C:5]([CH:14]=[CH:15][CH:16]=1)[O:6][CH:7]1[CH2:10][N:9]([C:11]([NH:18][CH3:17])=[O:12])[CH2:8]1. The product is COC=1C=C(OC2CN(C2)C(=O)NC)C=CC1 (3-(3-Methoxyphenoxy)-N-methyl-1-azetidinecarboxamide). Solvent: O (water), O1CCCC1 (tetrahydrofuran). Reactants: CC(C)(C)OC(=O)N1CCCC1C(=O)C=[N+]=[N-], CC(=O)O. Reaction SMILES: [C:1]([CH3:2])([CH3:3])([CH3:4])[O:5][C:6](=[O:7])[N:8]1[CH:9]([C:13]([CH:14]=[N+:15]=[N-:16])=[O:17])[CH2:10][CH2:11][CH2:12]1.[CH3:18][C:19]([OH:20])=[O:21]>>[C:1]([CH3:2])([CH3:3])([CH3:4])[O:5][C:6](=[O:7])[N:8]1[CH:9]([C:13]([CH2:14][O:21][C:19]([CH3:18])=[O:20])=[O:17])[CH2:10][CH2:11][CH2:12]1. Yields the product CC(=O)OCC(=O)C1CCCN1C(=O)OC(C)(C)C.